This data is from the Open Reaction Database (ORD), a public repository of structured organic reaction records. The task is: describe an organic reaction: reactants, conditions, products, and yield The reactants are C1(CC1)C=1C=2N(C=C(C1)C1=CC=C(C=C1)C(F)(F)F)C(=CN2)C#C (8-cyclopropyl-3-ethynyl-6-(4-trifluoromethyl-phenyl)-imidazo[1,2-a]pyridine), BrC1=CC=C(S1)S(=O)(=O)N (5-bromothiophene-2-sulfonamide). Yields the product C1(CC1)C=1C=2N(C=C(C1)C1=CC=C(C=C1)C(F)(F)F)C(=CN2)C#CC2=CC=C(S2)S(=O)(=O)N (5-[8-Cyclopropyl-6-(4-trifluoromethyl-phenyl)-imidazo[1,2-a]pyridin-3-ylethynyl]-thiophene-2-sulfonic acid amide), solid. Isolated yield 29.0%. Reaction SMILES: [CH:1]1([C:4]2[C:5]3[N:6]([C:20]([C:23]#[CH:24])=[CH:21][N:22]=3)[CH:7]=[C:8]([C:10]3[CH:15]=[CH:14][C:13]([C:16]([F:19])([F:18])[F:17])=[CH:12][CH:11]=3)[CH:9]=2)[CH2:3][CH2:2]1.Br[C:26]1[S:30][C:29]([S:31]([NH2:34])(=[O:33])=[O:32])=[CH:28][CH:27]=1>>[CH:1]1([C:4]2[C:5]3[N:6]([C:20]([C:23]#[C:24][C:26]4[S:30][C:29]([S:31]([NH2:34])(=[O:33])=[O:32])=[CH:28][CH:27]=4)=[CH:21][N:22]=3)[CH:7]=[C:8]([C:10]3[CH:11]=[CH:12][C:13]([C:16]([F:18])([F:17])[F:19])=[CH:14][CH:15]=3)[CH:9]=2)[CH2:2][CH2:3]1. Procedure details: The title compound was prepared from 8-cyclopropyl-3-ethynyl-6-(4-trifluoromethyl-phenyl)-imidazo[1,2-a]pyridine (example C.25) (450 mg, 1.3 mmol) and commercially available 5-bromothiophene-2-sulfonamide (334 mg, 1.3 mmol) according to general procedure II. Obtained as a light yellow solid (200 mg, 29%). MS (ISP) 488.2 [(M+H)+]; mp 261° C. Procedure details: To a solution of crude 2-[3,5-bis(trifluoromethyl)phenyl]-N-[4-(4-fluoro-2-methylphenyl)-6-(octahydro-2H-pyrazino[1,2-a]pyrazin-2-yl)-3-pyridinyl]-N,2-dimethylpropanamide (D80, 100 mg, 0.16 mmol) in 5 mL of acetonitrile was added a 37% aqueous formaldehyde solution (24 μL, 0.32 mmol). The solution was stirred at room temperature for 30 min, and then sodium triacetoxyborohydride (50 mg, 0.24 mmol) was added and the reaction stirred at room temperature overnight. The solvent was evaporated and the... Run in C(C)#N (acetonitrile). Isolated yield 55.6%. Starting materials: FC(C=1C=C(C=C(C1)C(F)(F)F)C(C(=O)N(C)C=1C=NC(=CC1C1=C(C=C(C=C1)F)C)N1CC2N(CC1)CCNC2)(C)C)(F)F (2-[3,5-bis(trifluoromethyl)phenyl]-N-[4-(4-fluoro-2-methylphenyl)-6-(octahydro-2H-pyrazino[1,2-a]pyrazin-2-yl)-3-pyridinyl]-N,2-dimethylpropanamide), C=O (formaldehyde), C(C)(=O)O[BH-](OC(C)=O)OC(C)=O.[Na+] (sodium triacetoxyborohydride). Reaction SMILES: [F:1][C:2]([F:45])([F:44])[C:3]1[CH:4]=[C:5]([C:13]([CH3:43])([CH3:42])[C:14]([N:16]([C:18]2[CH:19]=[N:20][C:21]([N:32]3[CH2:37][CH2:36][N:35]4[CH2:38][CH2:39][NH:40][CH2:41][CH:34]4[CH2:33]3)=[CH:22][C:23]=2[C:24]2[CH:29]=[CH:28][C:27]([F:30])=[CH:26][C:25]=2[CH3:31])[CH3:17])=[O:15])[CH:6]=[C:7]([C:9]([F:12])([F:11])[F:10])[CH:8]=1.C=O.[C:48](O[BH-](OC(=O)C)OC(=O)C)(=O)C.[Na+]>C(#N)C>[F:12][C:9]([F:11])([F:10])[C:7]1[CH:6]=[C:5]([C:13]([CH3:43])([CH3:42])[C:14]([N:16]([C:18]2[CH:19]=[N:20][C:21]([N:32]3[CH2:37][CH2:36][N:35]4[CH2:38][CH2:39][N:40]([CH3:48])[CH2:41][CH:34]4[CH2:33]3)=[CH:22][C:23]=2[C:24]2[CH:29]=[CH:28][C:27]([F:30])=[CH:26][C:25]=2[CH3:31])[CH3:17])=[O:15])[CH:4]=[C:3]([C:2]([F:44])([F:1])[F:45])[CH:8]=1 |f:2.3|. Yields the product FC(C=1C=C(C=C(C1)C(F)(F)F)C(C(=O)N(C)C=1C=NC(=CC1C1=C(C=C(C=C1)F)C)N1CC2N(CC1)CCN(C2)C)(C)C)(F)F (2-[3,5-bis(trifluoromethyl)phenyl]-N-[4-(4-fluoro-2-methylphenyl)-6-(8-methyloctahydro-2H-pyrazino[1,2-a]pyrazin-2-yl)-3-pyridinyl]-N,2-dimethylpropanamide). Run at time 30 minute. Starting materials: OC=1C=C2CCN(C2=CC1O)C(=O)OCC1=CC=CC=C1 (benzyl 5,6-dihydroxy-2,3-dihydroindole-1-carboxylate), C(C)O (ethanol), C1=CCCCC1 (cyclohexene). Reagents/catalysts: [Pd] (palladium-on-charcoal). Run in O (water). The product is OC=1C=C2C=CNC2=CC1O (5,6-dihydroxyindole). As a reaction SMILES: [OH:1][C:2]1[CH:3]=[C:4]2[C:8](=[CH:9][C:10]=1[OH:11])[N:7](C(OCC1C=CC=CC=1)=O)[CH2:6][CH2:5]2.C(O)C.C1CCCCC=1>[Pd].O>[OH:1][C:2]1[CH:3]=[C:4]2[C:8](=[CH:9][C:10]=1[OH:11])[NH:7][CH:6]=[CH:5]2. Procedure: 11.4 g of benzyl 5,6-dihydroxy-2,3-dihydroindole-1-carboxylate, 60 ml of ethanol, 5.7 g of 10% palladium-on-charcoal, 5.7 ml of water and 23 ml of cyclohexene were mixed together, and the mixture was maintained at reflux for one hour. Reactants: C(C)(C)(C)C1=C(C=C(C=C1)C(N)=O)NC(CC(CCCCC)C1=C(C(=CC=C1)OC)OCC1=CC=CC=C1)=O (N-(2-t-butyl-5-carbamoylphenyl)-3-(2-benzyloxy-3-methoxyphenyl)-octanamide). Run in C(C)OCC (diethyl ether). Product: C(C)(C)(C)C1=C(C=C(C=C1)C(N)=O)NC(CC(CCCCC)C1=C(C(=CC=C1)OC)O)=O (N-(2-t-Butyl-5-carbamoylphenyl)-3-(2-hydroxy-3-methoxyphenyl)octanamide). As a reaction SMILES: [C:1]([C:5]1[CH:10]=[CH:9][C:8]([C:11](=[O:13])[NH2:12])=[CH:7][C:6]=1[NH:14][C:15](=[O:39])[CH2:16][CH:17]([C:23]1[CH:28]=[CH:27][CH:26]=[C:25]([O:29][CH3:30])[C:24]=1[O:31]CC1C=CC=CC=1)[CH2:18][CH2:19][CH2:20][CH2:21][CH3:22])([CH3:4])([CH3:3])[CH3:2]>C(OCC)C>[C:1]([C:5]1[CH:10]=[CH:9][C:8]([C:11](=[O:13])[NH2:12])=[CH:7][C:6]=1[NH:14][C:15](=[O:39])[CH2:16][CH:17]([C:23]1[CH:28]=[CH:27][CH:26]=[C:25]([O:29][CH3:30])[C:24]=1[OH:31])[CH2:18][CH2:19][CH2:20][CH2:21][CH3:22])([CH3:2])([CH3:3])[CH3:4]. Reported procedure: Following a similar procedure to that described in Preparation 124, but using N-(2-t-butyl-5-carbamoylphenyl)-3-(2-benzyloxy-3-methoxyphenyl)-octanamide (prepared as described in Example 119), the title compound was obtained as crystals, melting at 118°-121° C. (from diethyl ether). Starting materials: O1CCN(CC1)CCOC1=CC=C2C(=C(C(C2=C1)=O)Br)C1=CC=C(C=C1)F (6-(2-Morpholinoethoxy)-2-bromo-3-(4-fluorophenyl)-1H-inden-1-one), O1CCN(CC1)CCOC1=CC=C2C(=C(C(C2=C1)=O)Br)C1=CC=CC=C1 (6-(2-morpholinoethoxy)-2-bromo-3-phenyl-1H-inden-1-one), FC(C1=CC=C(C=C1)B(O)O)(F)F (4-(trifluoromethyl)phenylboronic acid). The yield is 57.0%. Product: O1CCN(CC1)CCOC1=CC=C2C(=C(C(C2=C1)=O)C1=CC=C(C=C1)C(F)(F)F)C1=CC=C(C=C1)F (6-(2-morpholinoethoxy)-2-(4-(trifluoromethyl)phenyl)-3-(4-fluorophenyl)-1H-inden-1-one). Reported procedure: The procedure of Step 7 of Example 1 was repeated except for using 6-(2-morpholinoethoxy)-2-bromo-3-(4-fluorophenyl)-1H-inden-1-one obtained in Step 6 of Example 24 as a starting material instead of 6-(2-morpholinoethoxy)-2-bromo-3-phenyl-1H-inden-1-one, 4-(trifluoromethyl)phenylboronic acid instead of 3-pyridinylboronic acid, and being purified by silica gel column chromatography (acetone/hexanes=1:4) to obtain the title compound (57%). Reaction SMILES: [O:1]1[CH2:6][CH2:5][N:4]([CH2:7][CH2:8][O:9][C:10]2[CH:18]=[C:17]3[C:13]([C:14]([C:21]4[CH:26]=[CH:25][C:24]([F:27])=[CH:23][CH:22]=4)=[C:15](Br)[C:16]3=[O:19])=[CH:12][CH:11]=2)[CH2:3][CH2:2]1.O1CCN(CCOC2C=C3C(C(C4C=CC=CC=4)=C(Br)C3=O)=CC=2)CC1.[F:54][C:55]([F:66])([F:65])[C:56]1[CH:61]=[CH:60][C:59](B(O)O)=[CH:58][CH:57]=1>>[O:1]1[CH2:6][CH2:5][N:4]([CH2:7][CH2:8][O:9][C:10]2[CH:18]=[C:17]3[C:13]([C:14]([C:21]4[CH:26]=[CH:25][C:24]([F:27])=[CH:23][CH:22]=4)=[C:15]([C:59]4[CH:60]=[CH:61][C:56]([C:55]([F:66])([F:65])[F:54])=[CH:57][CH:58]=4)[C:16]3=[O:19])=[CH:12][CH:11]=2)[CH2:3][CH2:2]1. The reactants are O=C1N(C(c2ccccc2)c2ccccc2)c2ccccc2C12COc1cc3nccnc3cc12, COc1cc2c(cc1C)C1(CO2)C(=O)N(C(c2ccccc2)c2ccccc2)c2ccccc21. Yields the product O=C1Nc2ccccc2C12COc1cc3nccnc3cc12. As a reaction SMILES: [c:1]1([CH:2]([c:3]2[cH:4][cH:5][cH:6][cH:7][cH:30]2)[N:8]2[C:9](=[O:29])[C:10]3([CH2:11][O:12][c:13]4[cH:14][c:15]5[n:16][cH:17][cH:18][n:19][c:20]5[cH:21][c:22]43)[c:23]3[cH:24][cH:25][cH:26][cH:27][c:28]32)[cH:31][cH:32][cH:33][cH:34][cH:35]1.[c:36]1([CH:37]([c:38]2[cH:39][cH:40][cH:41][cH:42][cH:43]2)[N:44]2[c:45]3[c:46]([cH:47][cH:48][cH:49][cH:50]3)[C:51]3([c:52]4[cH:53][c:54]([CH3:55])[c:56]([O:57][CH3:58])[cH:59][c:60]4[O:61][CH2:62]3)[C:63]2=[O:64])[cH:65][cH:66][cH:67][cH:68][cH:69]1>>[NH:8]1[C:9](=[O:29])[C:10]2([CH2:11][O:12][c:13]3[cH:14][c:15]4[n:16][cH:17][cH:18][n:19][c:20]4[cH:21][c:22]32)[c:23]2[cH:24][cH:25][cH:26][cH:27][c:28]21.